Dataset: the Open Reaction Database (ORD), a public repository of structured organic reaction records. Task: describe an organic reaction: reactants, conditions, products, and yield The reactants are O=C=NCc1ccc(Br)cc1, CS(C)=O, CC(C)(N=C=O)c1ccc(Cl)cc1, Nc1cccc2cnccc12. The product is CC(C)(NC(=O)Nc1cccc2cnccc12)c1ccc(Cl)cc1. RXN SMILES: [Br:25][c:26]1[cH:27][cH:28][c:29]([CH2:30][N:31]=[C:32]=[O:33])[cH:34][cH:35]1.[CH3:36][S:37]([CH3:38])=[O:39].[Cl:1][c:2]1[cH:3][cH:4][c:5]([C:8]([CH3:9])([CH3:10])[N:11]=[C:12]=[O:13])[cH:6][cH:7]1.[cH:14]1[n:15][cH:16][cH:17][c:18]2[c:19]([NH2:24])[cH:20][cH:21][cH:22][c:23]12>>[Cl:1][c:2]1[cH:3][cH:4][c:5]([C:8]([CH3:9])([CH3:10])[NH:11][C:12](=[O:13])[NH:24][c:19]2[c:18]3[cH:17][cH:16][n:15][cH:14][c:23]3[cH:22][cH:21][cH:20]2)[cH:6][cH:7]1. Starting materials: C1(CCCCC1)N=C=NC1CCCCC1 (dicyclohexylcarbodiimide), N1=CC(=CC=C1)C1SCC(N1)C(=O)O (2-(3-pyridyl)thiazolidine-4-carboxylic acid), C(C1=CC=CC=C1)ON (O-benzylhydroxylamine), ON1N=NC2=C1C=CC=C2 (1-hydroxybenzotriazole), CN1CCOCC1 (N-methylmorpholine), resultant mixture. Solvent: C(C)(=O)OCC (ethyl acetate), O1CCCC1 (tetrahydrofuran), O1CCCC1 (tetrahydrofuran). Run at time 12 hour. The product is C(C1=CC=CC=C1)ONC(=O)C1NC(SC1)C=1C=NC=CC1 (N-benzyloxy-2-(3-pyridyl)thiazolidine-4-carboxamide). As a reaction SMILES: C1(N=C=NC2CCCCC2)CCCCC1.[N:16]1[CH:21]=[CH:20][CH:19]=[C:18]([CH:22]2[NH:26][CH:25]([C:27]([OH:29])=O)[CH2:24][S:23]2)[CH:17]=1.[CH2:30]([O:37][NH2:38])[C:31]1[CH:36]=[CH:35][CH:34]=[CH:33][CH:32]=1.ON1C2C=CC=CC=2N=N1.CN1CCOCC1>O1CCCC1.C(OCC)(=O)C>[CH2:30]([O:37][NH:38][C:27]([CH:25]1[CH2:24][S:23][CH:22]([C:18]2[CH:17]=[N:16][CH:21]=[CH:20][CH:19]=2)[NH:26]1)=[O:29])[C:31]1[CH:36]=[CH:35][CH:34]=[CH:33][CH:32]=1. Procedure: A solution of 490 mg of dicyclohexylcarbodiimide in 5 ml of tetrahydrofuran was added dropwise to a mixture of 500 mg of 2-(3-pyridyl)thiazolidine-4-carboxylic acid, mg of O-benzylhydroxylamine, 480 mg of 1-hydroxybenzotriazole, 240 mg of N-methylmorpholine and 15 ml of tetrahydrofuran with ice cooling, and the resultant mixture was stirred with ice cooling for 1 hour and then at room temperature for 12 hours. The reaction mixture was diluted with 30 ml of ethyl acetate, and the insoluble matter... Reactants: CCC(C)(C)O, CN([SiH](C)C)[Si](C)(C)C, N, O=C1NS(=O)(=O)c2ccccc21. The product is CCC(C)(C)O[Si](C)(C)C. RXN SMILES: [CH3:10][C:11]([CH3:12])([CH2:13][CH3:14])[OH:15].[CH3:1][SiH:2]([CH3:3])[N:8]([Si:4]([CH3:5])([CH3:6])[CH3:7])[CH3:9].[NH3:28].[O:16]=[C:17]1[c:18]2[c:19]([cH:20][cH:21][cH:22][cH:23]2)[S:24](=[O:25])(=[O:26])[NH:27]1>>[Si:4]([CH3:5])([CH3:6])([CH3:7])[O:15][C:11]([CH3:10])([CH3:12])[CH2:13][CH3:14]. Reactants: CON(C(C=CC1=CC(=C(C=C1)OC)OC1CCCC1)=O)C (N-methoxy-N-methyl-3-(3-cyclopentyloxy-4-methoxyphenyl)prop-2-enamide), C[Li] (methyl lithium). Run in Cl (HCl), CO (methanol), O1CCCC1 (tetrahydrofuran). Run at temperature 0 celsius, time 1 hour. The product is C1(CCCC1)OC=1C=C(C=CC1OC)/C=C/C(C)=O ((E)-4-(3-Cyclopentyloxy-4-methoxyphenyl)-3-buten-2-one). Isolated yield 97.0%. As a reaction SMILES: CON(C)[C:4](=[O:21])[CH:5]=[CH:6][C:7]1[CH:12]=[CH:11][C:10]([O:13][CH3:14])=[C:9]([O:15][CH:16]2[CH2:20][CH2:19][CH2:18][CH2:17]2)[CH:8]=1.[CH3:23][Li]>O1CCCC1.Cl.CO>[CH:16]1([O:15][C:9]2[CH:8]=[C:7](/[CH:6]=[CH:5]/[C:4](=[O:21])[CH3:23])[CH:12]=[CH:11][C:10]=2[O:13][CH3:14])[CH2:17][CH2:18][CH2:19][CH2:20]1. Procedure details: To a stirred solution of N-methoxy-N-methyl-3-(3-cyclopentyloxy-4-methoxyphenyl)prop-2-enamide (1.986 g, 6.50 mmol) in dry tetrahydrofuran (15 ml) at -78° C. was added methyl lithium (1.4M solution in hexanes, 10.20 ml, 14.3 mmol) dropwise over 3 minutes. The resulting solution was stirred for 1 hour at 0° C., after which time the reaction mixture was diluted with 5% HCl in methanol (20 ml) at 0° C., and partitioned between brine (35 ml) and an equal volume of methylene chloride and diethyl ethe...